From a dataset of the Open Reaction Database (ORD), a public repository of structured organic reaction records. describe an organic reaction: reactants, conditions, products, and yield Yield: 82.0%. Reported procedure: (Trimethylsilyl)diazomethane (4.0 ml, 8.0 mmol, 2 M in Et2O) was added dropwise to a solution of 4-bromo-2-fluoro-5-methyl-benzoic acid (1.88 g, 8.05 mmol) in benzene (7.5 ml)-MeOH (5.6 ml) at 10±2° C. over 10 minutes. The mixture was stirred at room temperature for 30 minutes and then concentrated under reduced pressure. The resulting residue was purified by silica gel column chromatography (hexane/ethyl acetate=40/1) to give methyl 4-bromo-2-fluoro-5-methyl-benzoate (1.62 g, 82%). Reactants: C[Si](C)(C)C=[N+]=[N-] ((Trimethylsilyl)diazomethane), BrC1=CC(=C(C(=O)O)C=C1C)F (4-bromo-2-fluoro-5-methyl-benzoic acid), CO (MeOH). RXN SMILES: C[Si](C=[N+]=[N-])(C)C.[Br:8][C:9]1[C:17]([CH3:18])=[CH:16][C:12]([C:13]([OH:15])=[O:14])=[C:11]([F:19])[CH:10]=1.[CH3:20]O>C1C=CC=CC=1>[Br:8][C:9]1[C:17]([CH3:18])=[CH:16][C:12]([C:13]([O:15][CH3:20])=[O:14])=[C:11]([F:19])[CH:10]=1. Run in C1=CC=CC=C1 (benzene). Conditions: time 30 minute. Product: BrC1=CC(=C(C(=O)OC)C=C1C)F (methyl 4-bromo-2-fluoro-5-methyl-benzoate).